Task: describe an organic reaction: reactants, conditions, products, and yield. Dataset: the Open Reaction Database (ORD), a public repository of structured organic reaction records Reactants: C(C)C1CC2=C(NC=3C=CC=CC23)C(=CN1)C(=O)OCC (ethyl 2-ethyl-1,2,3,6-tetrahydroazepino[4,5-b]indole-5-carboxylate), C(C1=CC=2OCOC2C=C1)(=O)Cl (piperonyloyl chloride). Product: C(C)C1CC2=C(NC=3C=CC=CC23)C(=CN1C(C1=CC=2OCOC2C=C1)=O)C(=O)OCC (Ethyl 2-Ethyl-3-Piperonyloyl-1,2,3,6-Tetrahydroazepino[4,5-b]Indole-5-Carboxylate). Reaction SMILES: [CH2:1]([CH:3]1[NH:16][CH:15]=[C:14]([C:17]([O:19][CH2:20][CH3:21])=[O:18])[C:6]2[NH:7][C:8]3[CH:9]=[CH:10][CH:11]=[CH:12][C:13]=3[C:5]=2[CH2:4]1)[CH3:2].[C:22](Cl)(=[O:32])[C:23]1[CH:31]=[CH:30][C:29]2[O:28][CH2:27][O:26][C:25]=2[CH:24]=1>>[CH2:1]([CH:3]1[N:16]([C:22](=[O:32])[C:23]2[CH:31]=[CH:30][C:29]3[O:28][CH2:27][O:26][C:25]=3[CH:24]=2)[CH:15]=[C:14]([C:17]([O:19][CH2:20][CH3:21])=[O:18])[C:6]2[NH:7][C:8]3[CH:9]=[CH:10][CH:11]=[CH:12][C:13]=3[C:5]=2[CH2:4]1)[CH3:2]. Procedure: The title compound was prepared in a manner similar to that described in Example 2A by using ethyl 2-ethyl-1,2,3,6-tetrahydroazepino[4,5-b]indole-5-carboxylate and piperonyloyl chloride. 1H-NMR (CDCl3): δ 10.38 (1H, br s), 8.15 (1H, s), 7.52 (1H, d), 7.37 (1H, d), 7.10 (4H, m), 6.88 (1H, d), 6.07 (1H, d), 6.06 (1H, d), 5.34 (1H, m), 4.16-4.33 (2H, m), 3.53 (1H, dd), 3.00 (1H, dd), 1.29-1.45 (2H, m), 1.24 (3H, t), 0.81 (3H, t); MS (ES): 433 (MH+).